This data is from the Open Reaction Database (ORD), a public repository of structured organic reaction records. The task is: describe an organic reaction: reactants, conditions, products, and yield The reactants are COc1ccc(-c2nc(C)c(C(=O)O)s2)cc1, CN(C)C=O, Nc1nnn[nH]1. Product: COc1ccc(-c2nc(C)c(C(=O)Nc3nnn[nH]3)s2)cc1. As a reaction SMILES: [CH3:1][O:2][c:3]1[cH:4][cH:5][c:6](-[c:9]2[s:10][c:11]([C:15](=[O:16])[OH:17])[c:12]([CH3:14])[n:13]2)[cH:7][cH:8]1.[CH3:24][N:25]([CH3:26])[CH:27]=[O:28].[NH2:18][c:19]1[n:20][n:21][n:22][nH:23]1>>[CH3:1][O:2][c:3]1[cH:4][cH:5][c:6](-[c:9]2[s:10][c:11]([C:15](=[O:17])[NH:18][c:19]3[n:20][n:21][n:22][nH:23]3)[c:12]([CH3:14])[n:13]2)[cH:7][cH:8]1. The reactants are CN(CCNC=1C(=CC=CC1)N)C (N-[2-(dimethylamino)ethyl]benzene-1,2-diamine), 1,1-carbonyldiimidazole, CN(C)C=O (DMF). The product is CN(CCN1C(NC2=C1C=CC=C2)=O)C (1-[2-(Dimethylamino)ethyl]-1,3-dihydrobenzimidazol-2-one). Isolated yield 85.0%. Reaction SMILES: [CH3:1][N:2]([CH3:13])[CH2:3][CH2:4][NH:5][C:6]1[C:7]([NH2:12])=[CH:8][CH:9]=[CH:10][CH:11]=1.CN([CH:17]=[O:18])C>>[CH3:1][N:2]([CH3:13])[CH2:3][CH2:4][N:5]1[C:6]2[CH:11]=[CH:10][CH:9]=[CH:8][C:7]=2[NH:12][C:17]1=[O:18]. Reported procedure: A mixture of N-[2-(dimethylamino)ethyl]benzene-1,2-diamine (3.11 g, 17.3 mmol) and 1,1-carbonyldiimidazole (CDI) (3.2 g, 19 mmol) are heated in DMF to 110°-120° C. until reaction is complete by TLC, cooled and extracted with EtOAc. The combined extracts are washed with water, dried over MgSO4 and concentrated in vacuo. The resultant residue is purified by flash chromatography (silica gel, 94:5:1 CH2Cl2, methanol, concentrated NH4OH as eluent) to give the title compound as a dark purple solid, 3.... Starting materials: product, C(C)N(CCCl)CC (2-diethylamino-chloroethane), S1C(=CC2=C1SC=C2)C(=O)C=2C=C(C=CC2)C(C(=O)[O-])C.[Na+] (sodium 2-{3-(thieno[2,3-b]thien-2-yl)carbonyl-phenyl}propionate). Solvent: Cl (hydrochloric acid), CN(C=O)C (dimethylformamide), CN(C=O)C (dimethylformamide). Conditions: time 16 hour. The product is S1C(=CC2=C1SC=C2)C(=O)C=2C=C(C=CC2)C(C(=O)OCCN(CC)CC)C (2-Diethylaminoethyl 2-{3-(thieno[2,3-b]thien-2-yl)carbonyl-phenyl}propionate). Isolated yield 108.1%. As a reaction SMILES: [CH2:1]([N:3]([CH2:7][CH3:8])[CH2:4][CH2:5]Cl)[CH3:2].[S:9]1[C:13]2[S:14][CH:15]=[CH:16][C:12]=2[CH:11]=[C:10]1[C:17]([C:19]1[CH:20]=[C:21]([CH:25]([CH3:29])[C:26]([O-:28])=[O:27])[CH:22]=[CH:23][CH:24]=1)=[O:18].[Na+]>CN(C)C=O.Cl>[S:9]1[C:13]2[S:14][CH:15]=[CH:16][C:12]=2[CH:11]=[C:10]1[C:17]([C:19]1[CH:20]=[C:21]([CH:25]([CH3:29])[C:26]([O:28][CH2:5][CH2:4][N:3]([CH2:1][CH3:2])[CH2:7][CH3:8])=[O:27])[CH:22]=[CH:23][CH:24]=1)=[O:18] |f:1.2|. Procedure details: A solution of 2-diethylamino-chloroethane (1.6 g) in dimethylformamide (16 cc) is added dropwise to a suspension of sodium 2-{3-(thieno[2,3-b]thien-2-yl)carbonyl-phenyl}propionate (4 g) [prepared as described in Example 1] in dimethylformamide (16 cc). After 16 hours at 25° C., the reaction mixture is poured into distilled water (400 cc) and extracted three times with diethyl ether (total 300 cc). The combined ether phases are washed with a saturated aqueous sodium bicarbonate solution (75 cc), ... The reactants are CCC(O)(C#Cc1ccc(C(CC)(CC)c2ccc(-c3cncc(CC(=O)OC)c3)c(C)c2)cc1C)CC, CO, [Cl-], [NH4+], [Na+], C1CCOC1, [OH-]. Product: CCC(O)(C#Cc1ccc(C(CC)(CC)c2ccc(-c3cncc(CC(=O)O)c3)c(C)c2)cc1C)CC. RXN SMILES: [CH3:3][O:4][C:5]([CH2:6][c:7]1[cH:8][n:9][cH:10][c:11](-[c:13]2[c:14]([CH3:39])[cH:15][c:16]([C:19]([CH2:20][CH3:21])([c:22]3[cH:23][c:24]([CH3:36])[c:25]([C:28]#[C:29][C:30]([CH2:31][CH3:32])([OH:33])[CH2:34][CH3:35])[cH:26][cH:27]3)[CH2:37][CH3:38])[cH:17][cH:18]2)[cH:12]1)=[O:40].[CH3:48][OH:49].[Cl-:41].[NH4+:42].[Na+:2].[O:43]1[CH2:44][CH2:45][CH2:46][CH2:47]1.[OH-:1]>>[O:4]=[C:5]([CH2:6][c:7]1[cH:8][n:9][cH:10][c:11](-[c:13]2[c:14]([CH3:39])[cH:15][c:16]([C:19]([CH2:20][CH3:21])([c:22]3[cH:23][c:24]([CH3:36])[c:25]([C:28]#[C:29][C:30]([CH2:31][CH3:32])([OH:33])[CH2:34][CH3:35])[cH:26][cH:27]3)[CH2:37][CH3:38])[cH:17][cH:18]2)[cH:12]1)[OH:40]. Run in C=1(C(=CC=CC1)C)C (xylene), O (water), ClCCl (dichloromethane), O (water). Reaction conditions: time 15 hour. The reactants are C(C)C1=CC=C(C=O)C=C1 (4-ethylbenzaldehyde), BrC[N+](=O)[O-] (bromonitromethane), [Cl-].C[NH2+]C (dimethylammonium chloride), [F-].[K+] (potassium fluoride). Reported procedure: Analogously to the literature method [D. Dauzonne, Synthesis, 1990, 66-70], stir a mixture of 10.0 g (74.5 mmol) of 4-ethylbenzaldehyde, 6.8 ml (13.7 g, 97.6 mmol) of bromonitromethane, 54.7 g (670.7 mmol) of dimethylammonium chloride and 0.6 g (11.2 mmol) of potassium fluoride in 150 ml of xylene on a water separator at 160° C. for 15 hours and then at 175° C. for seven hours. After adding 25 ml of water and 100 ml of dichloromethane, remove the organic phase and extract the aqueous phase three... As a reaction SMILES: [CH2:1]([C:3]1[CH:10]=[CH:9][C:6]([CH:7]=O)=[CH:5][CH:4]=1)[CH3:2].Br[CH2:12][N+:13]([O-:15])=[O:14].[Cl-:16].C[NH2+]C.[F-].[K+]>C1(C)C(C)=CC=CC=1.ClCCl.O>[Cl:16]/[C:12](/[N+:13]([O-:15])=[O:14])=[CH:7]\[C:6]1[CH:9]=[CH:10][C:3]([CH2:1][CH3:2])=[CH:4][CH:5]=1 |f:2.3,4.5|. Yields the product Cl\C(=C/C1=CC=C(C=C1)CC)\[N+](=O)[O-] (1-[(Z)-2-Chloro-2-nitrovinyl]-4-ethylbenzene). Starting materials: N[C@@H]1[C@H](CCC1)NC(OC(C)(C)C)=O (tert-butyl N-[(1S,2S)-2-aminocyclopentyl]carbamate), C1(CCC1)=O (cyclobutanone), C(C)(=O)O (acetic acid), C(C)(=O)O[BH-](OC(C)=O)OC(C)=O.[Na+] (sodium triacetoxyborohydride), [OH-].[Na+] (NaOH). Procedure details: To a solution of tert-butyl N-[(1S,2S)-2-aminocyclopentyl]carbamate (CAS number 586961-34-4; 600 mg, 3.00 mmol) in dry DCM (10 ml) was added cyclobutanone (CAS number 1191-95-3; 248 μl, 3.30 mmol), acetic acid (257 μl, 4.49 mmol) and molecular sieves. The reaction was then stirred at room temperature for 1 hour. To this was then added sodium triacetoxyborohydride (952 mg, 4.49 mmol) and the reaction was allowed to stir at room temperature for 17 hours. The reaction was basified by the addition o... Solvent: C(Cl)Cl (DCM). The product is C1(CCC1)N[C@@H]1[C@H](CCC1)NC(OC(C)(C)C)=O (tert-Butyl N-[(1S,2S)-2-(cyclobutylamino)cyclopentyl]carbamate). RXN SMILES: [NH2:1][C@H:2]1[CH2:6][CH2:5][CH2:4][C@@H:3]1[NH:7][C:8](=[O:14])[O:9][C:10]([CH3:13])([CH3:12])[CH3:11].[C:15]1(=O)[CH2:18][CH2:17][CH2:16]1.C(O)(=O)C.C(O[BH-](OC(=O)C)OC(=O)C)(=O)C.[Na+].[OH-].[Na+]>C(Cl)Cl>[CH:15]1([NH:1][C@H:2]2[CH2:6][CH2:5][CH2:4][C@@H:3]2[NH:7][C:8](=[O:14])[O:9][C:10]([CH3:11])([CH3:13])[CH3:12])[CH2:18][CH2:17][CH2:16]1 |f:3.4,5.6|. Reaction conditions: time 1 hour. The reactants are [Br-], Br, O=CNCc1nccs1, [Na+], [Na+], [Na+], [Na+], [Na+], C1CCOC1, [OH-], O, O, O, O=P([O-])(O)O, O=S([O-])[O-]. Yields the product O=CNCc1ncc(Br)s1. Reaction SMILES: [Br-:19].[Br:20].[CH:1](=[O:2])[NH:3][CH2:4][c:5]1[s:6][cH:7][cH:8][n:9]1.[Na+:17].[Na+:18].[Na+:22].[Na+:27].[Na+:28].[O:30]1[CH2:31][CH2:32][CH2:33][CH2:34]1.[OH-:21].[OH2:10].[OH2:11].[OH2:29].[P:12]([O-:13])([OH:14])([OH:15])=[O:16].[S:23]([O-:24])([O-:25])=[O:26]>>[CH:1](=[O:2])[NH:3][CH2:4][c:5]1[s:6][c:7]([Br:19])[cH:8][n:9]1.